Dataset: the Open Reaction Database (ORD), a public repository of structured organic reaction records. Task: describe an organic reaction: reactants, conditions, products, and yield The reactants are CCN(CC)C(=O)C(c1ccccc1)N1CCN(c2ccc(CO)cc2F)CC1, C1CCOC1, O=C1NC(=O)c2ccccc21, CCOC(=O)N=NC(=O)OCC, c1ccc(P(c2ccccc2)c2ccccc2)cc1. The product is CCN(CC)C(=O)C(c1ccccc1)N1CCN(c2ccc(CN3C(=O)c4ccccc4C3=O)cc2F)CC1. Reaction SMILES: [CH2:1]([CH3:2])[N:3]([C:4]([CH:5]([c:6]1[cH:7][cH:8][cH:9][cH:10][cH:11]1)[N:12]1[CH2:13][CH2:14][N:15]([c:18]2[c:19]([F:26])[cH:20][c:21]([CH2:24][OH:25])[cH:22][cH:23]2)[CH2:16][CH2:17]1)=[O:27])[CH2:28][CH3:29].[CH2:72]1[O:73][CH2:74][CH2:75][CH2:76]1.[O:49]=[C:50]1[NH:51][C:52](=[O:53])[c:54]2[cH:55][cH:56][cH:57][cH:58][c:59]21.[O:60]=[C:61]([O:62][CH2:63][CH3:64])[N:65]=[N:66][C:67]([O:68][CH2:69][CH3:70])=[O:71].[c:30]1([P:31]([c:32]2[cH:33][cH:34][cH:35][cH:36][cH:37]2)[c:38]2[cH:39][cH:40][cH:41][cH:42][cH:43]2)[cH:44][cH:45][cH:46][cH:47][cH:48]1>>[CH2:1]([CH3:2])[N:3]([C:4]([CH:5]([c:6]1[cH:7][cH:8][cH:9][cH:10][cH:11]1)[N:12]1[CH2:13][CH2:14][N:15]([c:18]2[c:19]([F:26])[cH:20][c:21]([CH2:24][N:51]3[C:50](=[O:49])[c:59]4[c:54]([cH:55][cH:56][cH:57][cH:58]4)[C:52]3=[O:53])[cH:22][cH:23]2)[CH2:16][CH2:17]1)=[O:27])[CH2:28][CH3:29]. Reactants: hydrochloride salt, ClC1=C(C=CC=C1Cl)C1=CC(=CC=2CC(OC21)COS(=O)(=O)C2=CC=C(C=C2)C)OC ((±)-{[7-(2,3-dichlorophenyl)-5-methoxy-2,3-dihydro-1-benzofuran-2-yl]methyl}4-methylbenzenesulfonate), CN (methylamine). Product: ClC1=C(C=CC=C1Cl)C1=CC(=CC=2CC(OC21)CNC)OC ((±)-{[7-(2,3-dichlorophenyl)-5-methoxy-2,3-dihydro-1-benzofuran-2-yl]methyl}methylamine). Reaction SMILES: [Cl:1][C:2]1[C:7]([Cl:8])=[CH:6][CH:5]=[CH:4][C:3]=1[C:9]1[C:17]2[O:16][CH:15]([CH2:18]OS(C3C=CC(C)=CC=3)(=O)=O)[CH2:14][C:13]=2[CH:12]=[C:11]([O:30][CH3:31])[CH:10]=1.[CH3:32][NH2:33]>>[Cl:1][C:2]1[C:7]([Cl:8])=[CH:6][CH:5]=[CH:4][C:3]=1[C:9]1[C:17]2[O:16][CH:15]([CH2:18][NH:33][CH3:32])[CH2:14][C:13]=2[CH:12]=[C:11]([O:30][CH3:31])[CH:10]=1. Procedure details: The title compound was prepared (0.053 g, 68%) following the general procedure of Example 390 as a white solid, hydrochloride salt from (±)-{[7-(2,3-dichlorophenyl)-5-methoxy-2,3-dihydro-1-benzofuran-2-yl]methyl}4-methylbenzenesulfonate (0.135 g, 0.28 mmol) and methylamine (0.087 g, 2.8 mmol). mp 178-180° C.